From a dataset of the Open Reaction Database (ORD), a public repository of structured organic reaction records. describe an organic reaction: reactants, conditions, products, and yield The reactants are O=C([O-])[O-], COc1ccc(CCl)cc1, CN(C)C=O, [K+], [K+], O=C1CN=C(c2ccccc2)c2ccccc2N1. The product is COc1ccc(CN2C(=O)CN=C(c3ccccc3)c3ccccc32)cc1. RXN SMILES: [C:29](=[O:30])([O-:31])[O-:32].[CH3:19][O:20][c:21]1[cH:22][cH:23][c:24]([CH2:25][Cl:26])[cH:27][cH:28]1.[CH3:35][N:36]([CH3:37])[CH:38]=[O:39].[K+:33].[K+:34].[O:1]=[C:2]1[NH:3][c:4]2[c:5]([cH:15][cH:16][cH:17][cH:18]2)[C:6]([c:9]2[cH:10][cH:11][cH:12][cH:13][cH:14]2)=[N:7][CH2:8]1>>[O:1]=[C:2]1[N:3]([CH2:25][c:24]2[cH:23][cH:22][c:21]([O:20][CH3:19])[cH:28][cH:27]2)[c:4]2[c:5]([cH:15][cH:16][cH:17][cH:18]2)[C:6]([c:9]2[cH:10][cH:11][cH:12][cH:13][cH:14]2)=[N:7][CH2:8]1. The reactants are Cl.Cl.NC1=CC(=C(C(=O)NCC2CCNCC2)C=C1Cl)OC (4-Amino-5-chloro-2-methoxy-N-(piperidin-4-ylmethyl)benzamide dihydrochloride), BrCCCCCC(=O)C1=C(C=C(C(=C1)Cl)N)OC (6-bromo-1-(4-amino-5-chloro-2-methoxyphenyl)-l-hexanone). Product: NC1=CC(=C(C(=O)NCC2CCN(CC2)CCCCCC(=O)C2=C(C=C(C(=C2)Cl)N)OC)C=C1Cl)OC (4-amino-5-chloro-2-methoxy-N-((1-(6-(4-amino-5-chloro-2-methoxyphenyl)-6-oxohexyl)piperidin-4-yl)methyl)benzamide). RXN SMILES: Cl.Cl.[NH2:3][C:4]1[C:19]([Cl:20])=[CH:18][C:7]([C:8]([NH:10][CH2:11][CH:12]2[CH2:17][CH2:16][NH:15][CH2:14][CH2:13]2)=[O:9])=[C:6]([O:21][CH3:22])[CH:5]=1.Br[CH2:24][CH2:25][CH2:26][CH2:27][CH2:28][C:29]([C:31]1[CH:36]=[C:35]([Cl:37])[C:34]([NH2:38])=[CH:33][C:32]=1[O:39][CH3:40])=[O:30]>>[NH2:3][C:4]1[C:19]([Cl:20])=[CH:18][C:7]([C:8]([NH:10][CH2:11][CH:12]2[CH2:13][CH2:14][N:15]([CH2:24][CH2:25][CH2:26][CH2:27][CH2:28][C:29]([C:31]3[CH:36]=[C:35]([Cl:37])[C:34]([NH2:38])=[CH:33][C:32]=3[O:39][CH3:40])=[O:30])[CH2:16][CH2:17]2)=[O:9])=[C:6]([O:21][CH3:22])[CH:5]=1 |f:0.1.2|. Procedure details: 4-Amino-5-chloro-2-methoxy-N-(piperidin-4-ylmethyl)benzamide dihydrochloride as starting compound and 6-bromo-1-(4-amino-5-chloro-2-methoxyphenyl)-l-hexanone are reacted and treated in the same manner as in Example 199 to give 4-amino-5-chloro-2-methoxy-N-((1-(6-(4-amino-5-chloro-2-methoxyphenyl)-6-oxohexyl)piperidin-4-yl)methyl)benzamide. The reactants are ClC1=NC=CC(=N1)C1=C(N=C(S1)N1CCOCC1)C=1C(=C(C=CC1)NS(=O)(=O)C1=C(C=CC(=C1)F)F)F (N-{3-[5-(2-chloro-4-pyrimidinyl)-2-(4-morpholinyl)-1,3-thiazol-4-yl]-2-fluorophenyl}-2,5-difluorobenzenesulfonamide), CC(C)(C=C)O (2-Methyl-3-buten-2-ol). The product is FC1=C(C=C(C=C1)F)S(=O)(=O)NC1=C(C(=CC=C1)C=1N=C(SC1C1=NC(=NC=C1)CCC(C)(C)O)N1CCOCC1)F (2,5-difluoro-N-{2-fluoro-3-[5-[2-(3-hydroxy-3-methylbutyl)-4-pyrimidinyl]-2-(4-morpholinyl)-1,3-thiazol-4-yl]phenyl}benzenesulfonamide), solid. The yield is 38.0%. As a reaction SMILES: Cl[C:2]1[N:7]=[C:6]([C:8]2[S:12][C:11]([N:13]3[CH2:18][CH2:17][O:16][CH2:15][CH2:14]3)=[N:10][C:9]=2[C:19]2[C:20]([F:37])=[C:21]([NH:25][S:26]([C:29]3[CH:34]=[C:33]([F:35])[CH:32]=[CH:31][C:30]=3[F:36])(=[O:28])=[O:27])[CH:22]=[CH:23][CH:24]=2)[CH:5]=[CH:4][N:3]=1.[CH3:38][C:39]([OH:43])([CH:41]=[CH2:42])[CH3:40]>>[F:36][C:30]1[CH:31]=[CH:32][C:33]([F:35])=[CH:34][C:29]=1[S:26]([NH:25][C:21]1[CH:22]=[CH:23][CH:24]=[C:19]([C:9]2[N:10]=[C:11]([N:13]3[CH2:18][CH2:17][O:16][CH2:15][CH2:14]3)[S:12][C:8]=2[C:6]2[CH:5]=[CH:4][N:3]=[C:2]([CH2:42][CH2:41][C:39]([OH:43])([CH3:40])[CH3:38])[N:7]=2)[C:20]=1[F:37])(=[O:28])=[O:27]. Procedure: Following a procedure analogous to the procedure described in Example 247 using N-{3-[5-(2-chloro-4-pyrimidinyl)-2-(4-morpholinyl)-1,3-thiazol-4-yl]-2-fluorophenyl}-2,5-difluorobenzenesulfonamide (0.2 g, 0.352 mmol) and 2-Methyl-3-buten-2-ol (0.110 ml, 1.056 mmol), the title compound was obtained as a solid (83 mg, 38% yield). 1H NMR (400 MHz, DMSO-d6) d ppm 10.76 (s, 1H), 8.28 (d, J=5.49 Hz, 1H), 7.53 (m, 3H), 7.43 (m, 1H), 7.35 (d, J=6.04 Hz, 1H), 7.29 (t, J=7.69 Hz, 1H), 6.31 (d, J=5.49 Hz, 1...